This data is from the Open Reaction Database (ORD), a public repository of structured organic reaction records. The task is: describe an organic reaction: reactants, conditions, products, and yield The reactants are C1CCNC1, [Cl-], O=C(O)Cc1cc(Cl)cc2c(-c3ccccc3)onc12. The product is O=C(Cc1cc(Cl)cc2c(-c3ccccc3)onc12)N1CCCC1. As a reaction SMILES: [CH2:22]1[CH2:23][CH2:24][NH:25][CH2:26]1.[Cl-:1].[Cl:2][c:3]1[cH:4][c:5]([CH2:18][C:19](=[O:20])[OH:21])[c:6]2[c:7]([c:8](-[c:11]3[cH:12][cH:13][cH:14][cH:15][cH:16]3)[o:9][n:10]2)[cH:17]1>>[Cl:2][c:3]1[cH:4][c:5]([CH2:18][C:19](=[O:20])[N:25]2[CH2:24][CH2:23][CH2:22][CH2:26]2)[c:6]2[c:7]([c:8](-[c:11]3[cH:12][cH:13][cH:14][cH:15][cH:16]3)[o:9][n:10]2)[cH:17]1.